Dataset: the Open Reaction Database (ORD), a public repository of structured organic reaction records. Task: describe an organic reaction: reactants, conditions, products, and yield Reactants: CO, O=[N+]([O-])c1cc(CO)ccc1C(F)(F)F. Product: Nc1cc(CO)ccc1C(F)(F)F. Reaction SMILES: [CH3:16][OH:17].[N+:1]([O-:2])(=[O:3])[c:4]1[cH:5][c:6]([CH2:14][OH:15])[cH:7][cH:8][c:9]1[C:10]([F:11])([F:12])[F:13]>>[NH2:1][c:4]1[cH:5][c:6]([CH2:14][OH:15])[cH:7][cH:8][c:9]1[C:10]([F:11])([F:12])[F:13]. Reactants: CC(C)=O, CC(C)I, [K+], [K+], O=C([O-])[O-], O=[N+]([O-])c1cccc(O)c1. Product: CC(C)Oc1cccc([N+](=O)[O-])c1. As a reaction SMILES: [CH3:21][C:22](=[O:23])[CH3:24].[CH:11]([CH3:12])([CH3:13])[I:14].[K+:15].[K+:16].[O-:17][C:18]([O-:19])=[O:20].[OH:1][c:2]1[cH:3][cH:4][cH:5][c:6]([N+:8]([O-:9])=[O:10])[cH:7]1>>[O:1]([c:2]1[cH:3][cH:4][cH:5][c:6]([N+:8]([O-:9])=[O:10])[cH:7]1)[CH:11]([CH3:12])[CH3:13].